Task: describe an organic reaction: reactants, conditions, products, and yield. Dataset: the Open Reaction Database (ORD), a public repository of structured organic reaction records Starting materials: CCOC(=O)CC(=O)OCC, ClCCl, Cl, [H-], [H][H], COc1ccc(CCI)c2ccc(=O)n(C)c12, [Na+], C1CCOC1. Yields the product CCOC(=O)C(CCc1ccc(OC)c2c1ccc(=O)n2C)C(=O)OCC. Reaction SMILES: [C:3]([CH2:4][C:5](=[O:6])[O:7][CH2:8][CH3:9])(=[O:10])[O:11][CH2:12][CH3:13].[Cl:34][CH2:35][Cl:36].[ClH:33].[H-:1].[H:14][H:15].[I:16][CH2:17][CH2:18][c:19]1[c:20]2[cH:21][cH:22][c:23](=[O:32])[n:24]([CH3:31])[c:25]2[c:26]([O:29][CH3:30])[cH:27][cH:28]1.[Na+:2].[O:37]1[CH2:38][CH2:39][CH2:40][CH2:41]1>>[C:3]([CH:4]([C:5](=[O:6])[O:7][CH2:8][CH3:9])[CH2:17][CH2:18][c:19]1[c:20]2[cH:21][cH:22][c:23](=[O:32])[n:24]([CH3:31])[c:25]2[c:26]([O:29][CH3:30])[cH:27][cH:28]1)(=[O:10])[O:11][CH2:12][CH3:13].